This data is from the Open Reaction Database (ORD), a public repository of structured organic reaction records. The task is: describe an organic reaction: reactants, conditions, products, and yield Reactants: C=CC(=O)OC, CC#N, c1c[nH]cn1. The product is COC(=O)CCn1ccnc1. Reaction SMILES: [C:6]([CH:7]=[CH2:8])(=[O:9])[O:10][CH3:11].[CH3:12][C:13]#[N:14].[nH:1]1[cH:2][n:3][cH:4][cH:5]1>>[n:1]1([CH2:8][CH2:7][C:6](=[O:9])[O:10][CH3:11])[cH:2][n:3][cH:4][cH:5]1.